From a dataset of the Open Reaction Database (ORD), a public repository of structured organic reaction records. describe an organic reaction: reactants, conditions, products, and yield Starting materials: CC1(C2CCC(=C)C1C2)C (β-pinene), S([O-])(O)=O.[Na+] (Sodium bisulfite). Solvent: O (water). Conditions: time 8 hour. The product is C1(=CC[C@H](CC1)C(C)C)CS(=O)(=O)[O-].[Na+] ((-) Sodium(4S)-p-menth-1-ene-7-sulfonate). As a reaction SMILES: [CH3:1][C:2]1([CH3:10])[CH:8]2[CH2:9][CH:3]1[CH2:4][CH2:5][C:6]2=[CH2:7].[S:11](=[O:14])([OH:13])[O-:12].[Na+:15]>O>[C:6]1([CH2:7][S:11]([O-:14])(=[O:13])=[O:12])[CH2:8][CH2:9][C@H:3]([CH:2]([CH3:10])[CH3:1])[CH2:4][CH:5]=1.[Na+:15] |f:1.2,4.5|. Procedure details: In a 1 liter, 3-neck flask, 70 grams (0.51 mole) β-pinene and 325 ml water was heated to reflux. Sodium bisulfite, 70 grams, was added at the rate of 13 grams per hour. The solution was refluxed for 7 hours and allowed to stand overnight. The reactants are COc1c(C#N)cc(C(=O)O)cc1C1CC1, Cc1ccccc1, CN(C)C=O, O=S(Cl)Cl. The product is COc1c(C#N)cc(C(=O)Cl)cc1C1CC1. RXN SMILES: [C:1](#[N:2])[c:3]1[cH:4][c:5]([C:6](=[O:7])[OH:8])[cH:9][c:10]([CH:14]2[CH2:15][CH2:16]2)[c:11]1[O:12][CH3:13].[CH3:17][c:18]1[cH:19][cH:20][cH:21][cH:22][cH:23]1.[CH3:28][N:29]([CH3:30])[CH:31]=[O:32].[S:24]([Cl:25])([Cl:26])=[O:27]>>[C:1](#[N:2])[c:3]1[cH:4][c:5]([C:6](=[O:7])[Cl:26])[cH:9][c:10]([CH:14]2[CH2:15][CH2:16]2)[c:11]1[O:12][CH3:13]. The reactants are ClCCl, O=C(O)C(F)(F)F, CC(C)(C)OC(=O)N1CCCCC1C(=O)N1CCC(C(=O)NC(CCCc2ccccc2)CCCc2ccccc2)CC1. Product: O=C(NC(CCCc1ccccc1)CCCc1ccccc1)C1CCN(C(=O)C2CCCCN2)CC1. As a reaction SMILES: [CH2:51]([Cl:52])[Cl:53].[OH:44][C:45]([C:46]([F:47])([F:48])[F:49])=[O:50].[c:1]1([CH2:7][CH2:8][CH2:9][CH:10]([CH2:11][CH2:12][CH2:13][c:14]2[cH:15][cH:16][cH:17][cH:18][cH:19]2)[NH:20][C:21](=[O:22])[CH:23]2[CH2:24][CH2:25][N:26]([C:29](=[O:30])[CH:31]3[N:32]([C:37]([O:38][C:39]([CH3:40])([CH3:41])[CH3:42])=[O:43])[CH2:33][CH2:34][CH2:35][CH2:36]3)[CH2:27][CH2:28]2)[cH:2][cH:3][cH:4][cH:5][cH:6]1>>[c:1]1([CH2:7][CH2:8][CH2:9][CH:10]([CH2:11][CH2:12][CH2:13][c:14]2[cH:15][cH:16][cH:17][cH:18][cH:19]2)[NH:20][C:21](=[O:22])[CH:23]2[CH2:24][CH2:25][N:26]([C:29](=[O:30])[CH:31]3[NH:32][CH2:33][CH2:34][CH2:35][CH2:36]3)[CH2:27][CH2:28]2)[cH:2][cH:3][cH:4][cH:5][cH:6]1. Starting materials: ClCCl, OCCCCC(F)(F)F. The product is O=CCCCC(F)(F)F. Reaction SMILES: [Cl:10][CH2:11][Cl:12].[F:1][C:2]([CH2:3][CH2:4][CH2:5][CH2:6][OH:7])([F:8])[F:9]>>[F:1][C:2]([CH2:3][CH2:4][CH2:5][CH:6]=[O:7])([F:8])[F:9]. The reactants are CCO, [Cl-], O=C1CCc2cccc(Cl)c2C1, N#C[K], [NH4+], O. Yields the product N#CC1(N)CCc2cccc(Cl)c2C1. As a reaction SMILES: [CH3:18][CH2:19][OH:20].[Cl-:16].[Cl:1][c:2]1[cH:3][cH:4][cH:5][c:6]2[c:11]1[CH2:10][C:9](=[O:12])[CH2:8][CH2:7]2.[K:13][C:14]#[N:15].[NH4+:17].[OH2:21]>>[Cl:1][c:2]1[cH:3][cH:4][cH:5][c:6]2[c:11]1[CH2:10][C:9]([C:14]#[N:15])([NH2:17])[CH2:8][CH2:7]2. Reactants: C1(=CC=CC=C1)C (toluene), ClN1C(CCC1=O)=O (N-chlorosuccinimide), stannic chloride, 4'-methoxybenzyl 6-phenoxyacetamido-2,2-dimethylpenam-3-carboxylate-1-oxide, S([O-])(O)=O.[Na+] (sodium bisulfite), C(C)(=O)OCC (ethyl acetate), O (water). Yields the product O(C1=CC=CC=C1)CC(=O)NC1[C@@H]2N(C(C(CS2=O)=C)C(=O)O)C1=O (7-Phenoxyacetamido-3-methylenecepham-4-carboxylic acid-1-oxide). The yield is 35.0%. RXN SMILES: [C:1]1(C)[CH:6]=[CH:5][CH:4]=[CH:3][CH:2]=1.[S:8](=[O:11])(O)[O-].[Na+].Cl[N:14]1[C:18](=[O:19])[CH2:17][CH2:16][C:15]1=O.[C:21]([O:24]CC)(=[O:23])[CH3:22].[OH2:27]>>[O:27]([CH2:17][C:18]([NH:14][CH:15]1[C:18](=[O:19])[N:14]2[CH:22]([C:21]([OH:24])=[O:23])[C:16](=[CH2:15])[CH2:17][S:8](=[O:11])[C@H:16]12)=[O:19])[C:1]1[CH:2]=[CH:3][CH:4]=[CH:5][CH:6]=1 |f:1.2|. Reported procedure: To 200 ml. of dried toluene were added 4.95 g. (10 mmol) of 4'-methoxybenzyl 6-phenoxyacetamido-2,2-dimethylpenam-3-carboxylate-1-oxide and 5.2 g. (50 mmol) of sodium bisulfite. The mixture was heated at reflux, and 1.5 g. (11 mmol) of N-chlorosuccinimide were added. The mixture then was stirred and refluxed for one hour after which it was cooled in an ice bath, and 1.3 gms. (11 mmol) of stannic chloride were added. The mixture then was stirred at room temperature for about 2 hours after which i...